This data is from the Open Reaction Database (ORD), a public repository of structured organic reaction records. The task is: describe an organic reaction: reactants, conditions, products, and yield Starting materials: OC1=C(C=C(C=C1)O)C(C)=O (2',5'-dihydroxyacetophenone), C1(CCCCC1)C(=O)Cl (cyclohexanecarbonyl chloride), BrCCCCCCCl (1-bromo-6-chlorohexane), N1CCCCC1 (piperidine). The product is Cl.C1(CCCCC1)C=1OC2=C(C(C1)=O)C=C(C=C2)OCCCCCCN2CCCCC2 (2-Cyclohexyl-6-(piperidinylhexoxy)-4H-1-benzopyran-4-one hydrochloride). Reaction SMILES: [OH:1][C:2]1[CH:7]=[CH:6][C:5]([OH:8])=[CH:4][C:3]=1[C:9](=[O:11])[CH3:10].[CH:12]1([C:18]([Cl:20])=O)[CH2:17][CH2:16][CH2:15][CH2:14][CH2:13]1.Br[CH2:22][CH2:23][CH2:24][CH2:25][CH2:26][CH2:27]Cl.[NH:29]1[CH2:34][CH2:33][CH2:32][CH2:31][CH2:30]1>>[ClH:20].[CH:12]1([C:18]2[O:1][C:2]3[CH:7]=[CH:6][C:5]([O:8][CH2:22][CH2:23][CH2:24][CH2:25][CH2:26][CH2:27][N:29]4[CH2:34][CH2:33][CH2:32][CH2:31][CH2:30]4)=[CH:4][C:3]=3[C:9](=[O:11])[CH:10]=2)[CH2:17][CH2:16][CH2:15][CH2:14][CH2:13]1 |f:4.5|. Reported procedure: The compound was prepared by a method similar to Example 11 from 2',5'-dihydroxyacetophenone, cyclohexanecarbonyl chloride, 1-bromo-6-chlorohexane, and piperidine: mp 164°-165° C. Starting materials: FC1=CC=C(OC2=CC=C(C=C2)S(=O)(=O)N2C(C3=CC=C(C=C3CC2)O)C(=O)OC)C=C1 (Methyl 2-[4-(4-fluorophenoxy)benzenesulfonyl]-6-hydroxy-1,2,3,4-tetrahydro-isoquinoline-1-carboxylate), N1(CCOCC1)CCO (2-morpholin-4-ylethanol), CCOC(=O)/N=N/C(=O)OCC (DEAD), C1=CC=C(C=C1)P(C2=CC=CC=C2)C3=CC=CC=C3 (PPh3). Run in C1CCOC1 (THF). Reaction conditions: time 1 hour. Product: FC1=CC=C(OC2=CC=C(C=C2)S(=O)(=O)N2C(C3=CC=C(C=C3CC2)OCCN2CCOCC2)C(=O)OC)C=C1 (Methyl 2-[4-(4-fluorophenoxy)benzenesulfonyl]-6-(2-morpholin-4-ylethoxy)-1,2,3,4-tetrahydroisoquinoline-1-carboxylate). Isolated yield 53.0%. As a reaction SMILES: C1C=CC(P(C2C=CC=CC=2)C2C=CC=CC=2)=CC=1.[F:20][C:21]1[CH:51]=[CH:50][C:24]([O:25][C:26]2[CH:31]=[CH:30][C:29]([S:32]([N:35]3[CH2:44][CH2:43][C:42]4[C:37](=[CH:38][CH:39]=[C:40]([OH:45])[CH:41]=4)[CH:36]3[C:46]([O:48][CH3:49])=[O:47])(=[O:34])=[O:33])=[CH:28][CH:27]=2)=[CH:23][CH:22]=1.[N:52]1([CH2:58][CH2:59]O)[CH2:57][CH2:56][O:55][CH2:54][CH2:53]1.CCOC(/N=N/C(OCC)=O)=O>C1COCC1>[F:20][C:21]1[CH:22]=[CH:23][C:24]([O:25][C:26]2[CH:27]=[CH:28][C:29]([S:32]([N:35]3[CH2:44][CH2:43][C:42]4[C:37](=[CH:38][CH:39]=[C:40]([O:45][CH2:59][CH2:58][N:52]5[CH2:57][CH2:56][O:55][CH2:54][CH2:53]5)[CH:41]=4)[CH:36]3[C:46]([O:48][CH3:49])=[O:47])(=[O:33])=[O:34])=[CH:30][CH:31]=2)=[CH:50][CH:51]=1. Procedure: 667 mg (2.0 mmol) of polymer-bound PPh3 (3 mmol/g) are introduced into 2 ml of THF and, at room temperature, 229 mg (0.5 mmol) of methyl 2-[4-(4-fluorophenoxy)-benzenesulfonyl]-6-hydroxy-1,2,3,4-tetrahydroisoquinoline-1-carboxylate (3B), 242 μl (2.0 mmol) of 2-morpholin-4-ylethanol and 311 μl (2.0 mmol) of DEAD are added. After one hour, the mixture is filtered and the filtrate is concentrated in vacuo. The residue is chromatographed on silica gel (dichloromethane→dichloromethane/methanol 98:2),... As a reaction SMILES: [CH3:1][C:2]1([CH3:15])[C:11]2[C:6](=[CH:7][C:8]([O:12][CH3:13])=[CH:9][CH:10]=2)[C:5](=[O:14])[CH2:4][CH2:3]1.C(O[CH:19](OCC)[N:20]([CH3:22])[CH3:21])C>>[CH3:1][C:2]1([CH3:15])[C:11]2[C:6](=[CH:7][C:8]([O:12][CH3:13])=[CH:9][CH:10]=2)[C:5](=[O:14])[C:4](=[CH:19][N:20]([CH3:22])[CH3:21])[CH2:3]1. Reactants: CC1(CCC(C2=CC(=CC=C12)OC)=O)C (4,4-dimethyl-7-methoxy-1-tetralone), C(C)OC(N(C)C)OCC (N,N-dimethylformamide diethylacetal). Procedure details: The 3,4-dihydro-4,4-dimethyl-2-dimethylaminomethylene-7-methoxy-1 (2H) naphthalenone was prepared from 4,4-dimethyl-7-methoxy-1-tetralone [2.3 g; H. Hart et al J. Chem. Soc. 85, 3260, (1963)] and N,N-dimethylformamide diethylacetal (6 ml) in a method analogous to that used in Example 1, to give the desired product as a yellow solid (2.26 g) m.p. 108-110°. MS (ES+) 260 (MH+, 100%). Product: CC1(CC(C(C2=CC(=CC=C12)OC)=O)=CN(C)C)C (3,4-dihydro-4,4-dimethyl-2-dimethylaminomethylene-7-methoxy-1 (2H) naphthalenone), desired product.